From a dataset of the Open Reaction Database (ORD), a public repository of structured organic reaction records. describe an organic reaction: reactants, conditions, products, and yield The reactants are BrC=1C=C(C=C2C=CC=NC12)Cl (8-Bromo-6-chloroquinoline), C(C(=O)OCC)(=O)OCC (diethyl oxalate), C(CCC)[Li] (butyl lithium). The solvent is O1CCCC1 (tetrahydrofuran), O1CCCC1 (tetrahydrofuran), O1CCCC1 (tetrahydrofuran). Reaction conditions: temperature 0 celsius, time 30 minute. Yields the product ClC=1C=C2C=CC=NC2=C(C1)C(C(=O)OCC)=O (Ethyl 2-(6-Chloro-8-quinolyl)-2-oxoacetate). RXN SMILES: Br[C:2]1[CH:3]=[C:4]([Cl:12])[CH:5]=[C:6]2[C:11]=1[N:10]=[CH:9][CH:8]=[CH:7]2.C([Li])CCC.[C:18](OCC)(=[O:24])[C:19]([O:21][CH2:22][CH3:23])=[O:20]>O1CCCC1>[Cl:12][C:4]1[CH:5]=[C:6]2[C:11](=[C:2]([C:18](=[O:24])[C:19]([O:21][CH2:22][CH3:23])=[O:20])[CH:3]=1)[N:10]=[CH:9][CH:8]=[CH:7]2. Reported procedure: 8-Bromo-6-chloroquinoline [J. Het. Chem. 6, pp. 243-245 (1969); 6 g., 0.025 mole] in 50 ml. of tetrahydrofuran was added dropwise over a 10 minute period to a mixture of butyl lithium (2.3 M in hexane, 12.2 ml., 0.028 mole) and 40 ml. of tetrahydrofuran held at -70° C. After an additional 30 minutes at this temperature, a cold (0° C.) solution of diethyl oxalate (14.6 g., 0.10 mole) in 50 ml. of tetrahydrofuran was added dropwise. The reaction mixture was maintained at 0° C. for 1 hour, then que...